This data is from the Open Reaction Database (ORD), a public repository of structured organic reaction records. The task is: describe an organic reaction: reactants, conditions, products, and yield The reactants are BrC1=NC=C(C=C1)Br (2,5-dibromopyridine), OC1COCC1 (3-hydroxytetrahydrofuran), ( b ). Product: O1CC(CC1)OC1=NC=C(C=C1)Br (2-(Tetrahydrofuran-3-yloxy)-5-bromopyridine). Reaction SMILES: Br[C:2]1[CH:7]=[CH:6][C:5]([Br:8])=[CH:4][N:3]=1.[OH:9][CH:10]1[CH2:14][CH2:13][O:12][CH2:11]1>>[O:12]1[CH2:13][CH2:14][CH:10]([O:9][C:2]2[CH:7]=[CH:6][C:5]([Br:8])=[CH:4][N:3]=2)[CH2:11]1. Procedure details: Prepared from 2,5-dibromopyridine and 3-hydroxytetrahydrofuran by the method of Example 10 (b). 1H NMR (DMSO-D6) 2.0 (m, 1H), 2.2 (m, 1H), 3.8 (m, 4H), 5.4 (m, 1H), 6.8 (d, 1H), 7.8 (m, 1H), 8.2 (m, 1H). Reactants: C1CCOC1, CCO, O=[N+]([O-])c1ccc(CN2CCOCC2)c(F)c1, NN, O. Product: Nc1ccc(CN2CCOCC2)c(F)c1. RXN SMILES: [CH2:21]1[O:22][CH2:23][CH2:24][CH2:25]1.[CH3:26][CH2:27][OH:28].[F:1][c:2]1[c:3]([CH2:4][N:5]2[CH2:6][CH2:7][O:8][CH2:9][CH2:10]2)[cH:11][cH:12][c:13]([N+:15]([O-:16])=[O:17])[cH:14]1.[NH2:19][NH2:20].[OH2:18]>>[F:1][c:2]1[c:3]([CH2:4][N:5]2[CH2:6][CH2:7][O:8][CH2:9][CH2:10]2)[cH:11][cH:12][c:13]([NH2:15])[cH:14]1. Reactants: COC1=CC=C(C(=N1)CC#N)[N+](=O)[O-] (2-(6-Methoxy-3-nitro-2-pyridinyl)acetonitrile). Reagents/catalysts: [Pd] (palladium-on-carbon). The solvent is C(C)O (ethanol). Reaction conditions: time 5 hour. Product: COC1=CC=C2C(=N1)C=CN2 (5-Methoxy-1H-pyrrolo[3,2-b]pyridine). RXN SMILES: [CH3:1][O:2][C:3]1[N:8]=[C:7]([CH2:9][C:10]#N)[C:6]([N+:12]([O-])=O)=[CH:5][CH:4]=1>C(O)C.[Pd]>[CH3:1][O:2][C:3]1[N:8]=[C:7]2[CH:9]=[CH:10][NH:12][C:6]2=[CH:5][CH:4]=1. Procedure details: Under a hydrogen pressure of 45 psi, 17.70 g (91.7 mmol) of the compound obtained in Step A and 2.5 g of palladium-on-carbon suspended in 300 ml of ethanol are stirred for 5 hours at room temperature. After filtration over Celite and evaporation, the residue is purified over silica gel (eluant:petroleum ether/ethyl acetate, 4:1) to yield the title product in the form of a brown solid. Reactants: ClC=1C(=NC=CC1)N1CC=2N=CN=C(C2CC1)NC1=CC=C2C(CN(C2=C1)C(C)=O)(C)C (1-(6-(7-(3-Chloropyridin-2-yl)-5,6,7,8-tetrahydropyrido[3,4-d]pyrimidin-4-ylamino)-3,3-dimethylindolin-1-yl)ethanone), Cl (HCl). Solvent: CCO (EtOH). Conditions: temperature 55 celsius, time 8 hour. Product: ClC=1C(=NC=CC1)N1CC=2N=CN=C(C2CC1)NC1=CC=C2C(CNC2=C1)(C)C (7-(3-Chloropyridin-2-yl)-5,6,7,8-tetrahydro-N-(3,3-dimethylindolin-6-yl)pyrido[3,4-d]pyrimidin-4-amine). Yield: 124.1%. Reaction SMILES: [Cl:1][C:2]1[C:3]([N:8]2[CH2:17][CH2:16][C:15]3[C:14]([NH:18][C:19]4[CH:27]=[C:26]5[C:22]([C:23]([CH3:32])([CH3:31])[CH2:24][N:25]5C(=O)C)=[CH:21][CH:20]=4)=[N:13][CH:12]=[N:11][C:10]=3[CH2:9]2)=[N:4][CH:5]=[CH:6][CH:7]=1.Cl>CCO>[Cl:1][C:2]1[C:3]([N:8]2[CH2:17][CH2:16][C:15]3[C:14]([NH:18][C:19]4[CH:27]=[C:26]5[C:22]([C:23]([CH3:32])([CH3:31])[CH2:24][NH:25]5)=[CH:21][CH:20]=4)=[N:13][CH:12]=[N:11][C:10]=3[CH2:9]2)=[N:4][CH:5]=[CH:6][CH:7]=1. Reported procedure: A mixture of compound of Example 68 (40 mg), EtOH (5 mL), and 5 N HCl (1.0 mL) was stirred at 55° C. overnight. After cooling, the solvent was removed in vacuo to give a yellow solid (45 mg). Reactants: COC(CC(CCN1CCC[C@@H](C2=CC=3COCC3C=C21)N(C=2N=NN(N2)C)CC2=CC(=CC(=C2)C(F)(F)F)C(F)(F)F)(C)C)=O ((S)-5-{9-[(3,5-bis-trifluoromethyl-benzyl)-(2-methyl-2H-tetrazol-5-yl)-amino]-1,3,6,7,8,9-hexahydro-2-oxa-5-aza-cyclohepta[f]inden-5-yl}-3,3-dimethyl-pentanoic acid methyl ester), [OH-].[Na+] (NaOH), Cl (HCl). Run in O (water), CO (methanol). Conditions: temperature 60 celsius, time 6 hour. Yields the product FC(C=1C=C(CN([C@H]2CCCN(C=3C2=CC=2COCC2C3)CCC(CC(=O)O)(C)C)C=3N=NN(N3)C)C=C(C1)C(F)(F)F)(F)F ((S)-5-{9-[(3,5-Bis-trifluoromethyl-benzyl)-(2-methyl-2H-tetrazol-5-yl)-amino]-1,3,6,7,8,9-hexahydro-2-oxa-5-aza-cyclohepta[f]inden-5-yl}-3,3-dimethyl-pentanoic acid). As a reaction SMILES: C[O:2][C:3](=[O:46])[CH2:4][C:5]([CH3:45])([CH3:44])[CH2:6][CH2:7][N:8]1[C:21]2[C:13](=[CH:14][C:15]3[CH2:16][O:17][CH2:18][C:19]=3[CH:20]=2)[C@@H:12]([N:22]([CH2:29][C:30]2[CH:35]=[C:34]([C:36]([F:39])([F:38])[F:37])[CH:33]=[C:32]([C:40]([F:43])([F:42])[F:41])[CH:31]=2)[C:23]2[N:24]=[N:25][N:26]([CH3:28])[N:27]=2)[CH2:11][CH2:10][CH2:9]1.[OH-].[Na+].Cl>CO.O>[F:39][C:36]([F:37])([F:38])[C:34]1[CH:35]=[C:30]([CH:31]=[C:32]([C:40]([F:41])([F:42])[F:43])[CH:33]=1)[CH2:29][N:22]([C:23]1[N:24]=[N:25][N:26]([CH3:28])[N:27]=1)[C@@H:12]1[C:13]2=[CH:14][C:15]3[CH2:16][O:17][CH2:18][C:19]=3[CH:20]=[C:21]2[N:8]([CH2:7][CH2:6][C:5]([CH3:45])([CH3:44])[CH2:4][C:3]([OH:46])=[O:2])[CH2:9][CH2:10][CH2:11]1 |f:1.2|. Reported procedure: To a solution of (S)-5-{9-[(3,5-bis-trifluoromethyl-benzyl)-(2-methyl-2H-tetrazol-5-yl)-amino]-1,3,6,7,8,9-hexahydro-2-oxa-5-aza-cyclohepta[f]inden-5-yl}-3,3-dimethyl-pentanoic acid methyl ester (0.113 mmol) in methanol (3 mL), add 5 N NaOH (2 mL) and heat to 60° C. After stirring for 6 h, cool the reaction to room temperature, dilute with water (10 mL) and neutralize with 5 M HCl. Extract the organics with ethyl acetate (2×20 mL). Combine the organic portions, dry over sodium sulfate, filter, a... Starting materials: ClC12C(=C(C(C3C(C=CC(C13)=O)=O)(C2(Cl)Cl)Cl)Cl)Cl (1,2,3,4,9,9-hexachloro-1,4,4a,8a-tetrahydro-1,4-methanonaphthalene-5,8-dione), OO (hydrogen peroxide), C([O-])([O-])=O.[Na+].[Na+] (sodium carbonate). Run in C(C)O (ethanol). The product is ClC12C(=C(C(C3C(C4C(C(C13)=O)O4)=O)(C2(Cl)Cl)Cl)Cl)Cl (1,2,3,4,9,9-hexachloro-6,7-epoxy-1,4,4a,6,7,8a-hexahydro-1,4-methanonaphthalene-5,8-dione). RXN SMILES: [Cl:1][C:2]12[C:14]([Cl:16])([Cl:15])[C:5]([Cl:17])([CH:6]3[CH:11]1[C:10](=[O:12])[CH:9]=[CH:8][C:7]3=[O:13])[C:4]([Cl:18])=[C:3]2[Cl:19].OO.C(=O)([O-])[O-:23].[Na+].[Na+]>C(O)C>[Cl:1][C:2]12[C:14]([Cl:15])([Cl:16])[C:5]([Cl:17])([CH:6]3[CH:11]1[C:10](=[O:12])[CH:9]1[O:23][CH:8]1[C:7]3=[O:13])[C:4]([Cl:18])=[C:3]2[Cl:19] |f:2.3.4|. Procedure: 38 g. of 1,2,3,4,9,9-hexachloro-1,4,4a,8a-tetrahydro-1,4-methanonaphthalene-5,8-dione, prepared according to Example 1, were added slowly to a solution of 200 ml. of ethanol containing 20 ml. of 30% hydrogen peroxide and 13 g. of sodium carbonate at such a rate that the temperature was maintained at 40°-50° C. The yellow color of the dione disappeared quickly. The solution was then cooled to 10°-13° C. and a white precipitate formed. This solid was filtered and recrystallized from ethanol, m.p. ... Starting materials: [BH4-], CO, [Na+], O=Cc1ccccc1-c1cnccn1. The product is OCc1ccccc1-c1cnccn1. As a reaction SMILES: [BH4-:15].[CH3:17][OH:18].[Na+:16].[n:1]1[c:2](-[c:7]2[c:8]([CH:9]=[O:10])[cH:11][cH:12][cH:13][cH:14]2)[cH:3][n:4][cH:5][cH:6]1>>[n:1]1[c:2](-[c:7]2[c:8]([CH2:9][OH:10])[cH:11][cH:12][cH:13][cH:14]2)[cH:3][n:4][cH:5][cH:6]1.